Dataset: the Open Reaction Database (ORD), a public repository of structured organic reaction records. Task: describe an organic reaction: reactants, conditions, products, and yield The reactants are C=CCCCCCCCCO, C=CCCCCCCCC(OCC)OCC. Product: C=CCCCCCCCC=O. RXN SMILES: [CH2:17]([OH:18])[CH2:19][CH2:20][CH2:21][CH2:22][CH2:23][CH2:24][CH2:25][CH:26]=[CH2:27].[CH2:1]([O:3][CH:4]([O:2][CH2:14][CH3:15])[CH2:5][CH2:6][CH2:7][CH2:8][CH2:9][CH2:10][CH2:11][CH:12]=[CH2:13])[CH3:16]>>[O:3]=[CH:4][CH2:5][CH2:6][CH2:7][CH2:8][CH2:9][CH2:10][CH2:11][CH:12]=[CH2:13]. Starting materials: O=C(Cl)c1ccc(Br)cc1Cl, O=C([O-])[O-], CN(C)C=O, [K+], [K+], O, c1cnc2c(c1)CNc1ccccc1N2. Product: O=C(c1ccc(Br)cc1Cl)c1cccc2c1Nc1ncccc1CN2. As a reaction SMILES: [Br:22][c:23]1[cH:24][c:25]([Cl:32])[c:26]([C:27](=[O:28])[Cl:29])[cH:30][cH:31]1.[C:16](=[O:17])([O-:18])[O-:19].[CH3:34][N:35]([CH3:36])[CH:37]=[O:38].[K+:20].[K+:21].[OH2:33].[n:1]1[cH:2][cH:3][cH:4][c:5]2[c:6]1[NH:7][c:8]1[c:9]([cH:12][cH:13][cH:14][cH:15]1)[NH:10][CH2:11]2>>[n:1]1[cH:2][cH:3][cH:4][c:5]2[c:6]1[NH:7][c:8]1[c:9]([cH:12][cH:13][cH:14][c:15]1[C:27]([c:26]1[c:25]([Cl:32])[cH:24][c:23]([Br:22])[cH:31][cH:30]1)=[O:28])[NH:10][CH2:11]2. Reactants: CC(C)(O)Cc1nccn1C1CCCCO1, O=C1CCC(=O)N1Br, CN(C)C=O. Yields the product CC(C)(O)Cc1nc(Br)cn1C1CCCCO1. RXN SMILES: [CH3:1][C:2]([CH2:3][c:4]1[n:5]([CH:9]2[O:10][CH2:11][CH2:12][CH2:13][CH2:14]2)[cH:6][cH:7][n:8]1)([CH3:15])[OH:16].[O:17]=[C:18]1[N:19]([Br:24])[C:20](=[O:21])[CH2:22][CH2:23]1.[O:25]=[CH:26][N:27]([CH3:28])[CH3:29]>>[CH3:1][C:2]([CH2:3][c:4]1[n:5]([CH:9]2[O:10][CH2:11][CH2:12][CH2:13][CH2:14]2)[cH:6][c:7]([Br:24])[n:8]1)([CH3:15])[OH:16]. RXN SMILES: [CH3:47][CH2:48][O:49][C:50](=[O:51])[CH3:52].[OH2:46].[OH:1][CH:2]([CH2:3][O:4][CH2:5][CH2:6][O:7][CH:8]1[CH2:9][CH:10]2[CH2:11][CH2:12][CH:13]3[C:14]4([OH:32])[CH2:15][CH2:16][CH:17]([c:27]5[cH:28][o:29][cH:30][cH:31]5)[C:18]4([CH3:19])[CH2:20][CH2:21][CH:22]3[C:23]2([CH3:26])[CH2:24][CH2:25]1)[CH2:33][OH:34].[S:35](=[O:36])(=[O:37])([c:38]1[cH:39][cH:40][c:41]([CH3:42])[cH:43][cH:44]1)[Cl:45].[cH:53]1[cH:54][cH:55][n:56][cH:57][cH:58]1>>[OH:1][CH:2]([CH2:3][O:4][CH2:5][CH2:6][O:7][CH:8]1[CH2:9][CH:10]2[CH2:11][CH2:12][CH:13]3[C:14]4([OH:32])[CH2:15][CH2:16][CH:17]([c:27]5[cH:28][o:29][cH:30][cH:31]5)[C:18]4([CH3:19])[CH2:20][CH2:21][CH:22]3[C:23]2([CH3:26])[CH2:24][CH2:25]1)[CH2:33][O:34][S:35](=[O:36])(=[O:37])[c:38]1[cH:39][cH:40][c:41]([CH3:42])[cH:43][cH:44]1. The product is Cc1ccc(S(=O)(=O)OCC(O)COCCOC2CCC3(C)C(CCC4C3CCC3(C)C(c5ccoc5)CCC43O)C2)cc1. Reactants: CCOC(C)=O, O, CC12CCC(OCCOCC(O)CO)CC1CCC1C2CCC2(C)C(c3ccoc3)CCC12O, Cc1ccc(S(=O)(=O)Cl)cc1, c1ccncc1. Reactants: [N+](=O)([O-])C1=CC=C(C=C1)OC(OC1=CC=C(C=C1)[N+](=O)[O-])=O (bis-(p-nitrophenyl)carbonate), C1=CC=CC=2C3=CC=CC=C3C(C12)COC(=O)N(CCN[C@H](C(=O)OC(C)(C)C)[C@H](CC)C)CC1=NC2=C(N1C)C=CC=C2 (tert-butyl(2S,3S)-2-[(2-{[(9H-fluoren-9-ylmethoxy)carbonyl][(1-methyl-1H-benzimidazol-2-yl)methyl]amino}ethyl)amino]-3-methylpentanoate), C(C)NCC (diethylamine). Solvent: ClCCCl (1,2-dichloroethane), CN(C=O)C (N,N-dimethylformamide). Reaction conditions: temperature 25 celsius, time 2 hour. The product is C[C@H]([C@@H](C(=O)OC(C)(C)C)N1C(N(CC1)CC1=NC2=C(N1C)C=CC=C2)=O)CC (tert-butyl(2S,3S)-3-methyl-2-{3-[(1-methyl-1H-benzimidazol-2-yl)methyl]-2-oxo-1-imidazolidinyl}pentanoate). Isolated yield 59.0%. Reaction SMILES: C1C2C(C[O:15][C:16]([N:18]([CH2:34][C:35]3[N:39](C)[C:38]4[CH:41]=[CH:42][CH:43]=[CH:44][C:37]=4[N:36]=3)[CH2:19][CH2:20][NH:21][C@@H:22]([C@@H:30]([CH3:33])[CH2:31][CH3:32])[C:23]([O:25][C:26]([CH3:29])([CH3:28])[CH3:27])=[O:24])=O)C3C(=CC=CC=3)C=2C=CC=1.[CH2:45](NCC)C.[N+](C1C=CC(OC(=O)OC2C=CC([N+]([O-])=O)=CC=2)=CC=1)([O-])=O>CN(C)C=O.ClCCCl>[CH3:33][C@@H:30]([CH2:31][CH3:32])[C@H:22]([N:21]1[CH2:20][CH2:19][N:18]([CH2:34][C:35]2[N:39]([CH3:45])[C:38]3[CH:41]=[CH:42][CH:43]=[CH:44][C:37]=3[N:36]=2)[C:16]1=[O:15])[C:23]([O:25][C:26]([CH3:27])([CH3:29])[CH3:28])=[O:24]. Reported procedure: A solution of the product of Example 96A (0.81 mmol) in N,N-dimethylformamide (5 mL) was treated with diethylamine (0.8 mL), stirred at 25° C. for 2 hours and concentrated. A solution of the residue in 1,2-dichloroethane (16 mL) was treated with bis-(p-nitrophenyl)carbonate (0.296 g, 0.973 mmol), stirred at 60° C. for 16 hours and concentrated. The residue was chromatographed on silica gel, eluting with 0-100% ethyl acetate/dichloromethane to give the title compound (0.192 g, 59% yield). The reactants are FC1=CC=C(C=C1)CC(C=C)=O (4-fluorophenyl-but-3-en-2-one), O.C(C=O)(=O)O (glyoxylic acid monohydrate). The solvent is C(C)(=O)O (acetic acid), O (water). The product is FC1=CC=C(C=C1)/C=C/C(/C=C/C(=O)O)=O ((E,E)-6-(4-fluorophenyl)-4-oxo-2,5-hexadienoic acid). RXN SMILES: [F:1][C:2]1[CH:7]=[CH:6][C:5]([CH2:8][C:9](=O)[CH:10]=[CH2:11])=[CH:4][CH:3]=1.[OH2:13].[C:14]([OH:18])(=[O:17])[CH:15]=O>C(O)(=O)C.O>[F:1][C:2]1[CH:7]=[CH:6][C:5](/[CH:8]=[CH:9]/[C:10](=[O:13])/[CH:11]=[CH:15]/[C:14]([OH:18])=[O:17])=[CH:4][CH:3]=1 |f:1.2|. Procedure: A solution of 21.5 g (131 mmol) of (E)-4-(4-fluorophenyl-but-3-en-2-one and 12 g (131 mmol) of glyoxylic acid monohydrate in 32 ml of acetic acid was heated at reflux for 20 hours. The reaction mixture was diluted with water and extracted with ethyl acetate. The organic phase was extracted twice with 3N sodium hydroxide solution. The combined aqueous phases were treated with 3N hydrochloric acid to produce a strongly acidic reaction and extracted twice with ethyl acetate. The combined organic ph... The reactants are O=CCOCc1ccccc1, CC1CNCCN1C(=O)OCc1ccccc1, ClCCl. Product: CC1CN(CCOCc2ccccc2)CCN1C(=O)OCc1ccccc1. As a reaction SMILES: [CH2:18]([c:19]1[cH:20][cH:21][cH:22][cH:23][cH:24]1)[O:25][CH2:26][CH:27]=[O:28].[CH3:1][CH:2]1[N:3]([C:8](=[O:9])[O:10][CH2:11][c:12]2[cH:13][cH:14][cH:15][cH:16][cH:17]2)[CH2:4][CH2:5][NH:6][CH2:7]1.[Cl:29][CH2:30][Cl:31]>>[CH3:1][CH:2]1[N:3]([C:8](=[O:9])[O:10][CH2:11][c:12]2[cH:13][cH:14][cH:15][cH:16][cH:17]2)[CH2:4][CH2:5][N:6]([CH2:27][CH2:26][O:25][CH2:18][c:19]2[cH:20][cH:21][cH:22][cH:23][cH:24]2)[CH2:7]1. Starting materials: CC(=O)O, [K+], [N-]=C=O, Cc1cc(N)cc(C)c1NC(=O)CN1CCN(CCCC(c2ccc(F)cc2)c2ccc(F)cc2)C(C(N)=O)C1, O. Yields the product Cc1cc(NC(N)=O)cc(C)c1NC(=O)CN1CCN(CCCC(c2ccc(F)cc2)c2ccc(F)cc2)C(C(N)=O)C1. As a reaction SMILES: [CH3:41][C:42](=[O:43])[OH:44].[K+:48].[N-:45]=[C:46]=[O:47].[NH2:1][C:2](=[O:3])[CH:4]1[CH2:5][N:6]([CH2:28][C:29](=[O:30])[NH:31][c:32]2[c:33]([CH3:40])[cH:34][c:35]([NH2:39])[cH:36][c:37]2[CH3:38])[CH2:7][CH2:8][N:9]1[CH2:10][CH2:11][CH2:12][CH:13]([c:14]1[cH:15][cH:16][c:17]([F:20])[cH:18][cH:19]1)[c:21]1[cH:22][cH:23][c:24]([F:27])[cH:25][cH:26]1.[OH2:49]>>[NH2:1][C:2](=[O:3])[CH:4]1[CH2:5][N:6]([CH2:28][C:29](=[O:30])[NH:31][c:32]2[c:33]([CH3:40])[cH:34][c:35]([NH:39][C:46]([NH2:45])=[O:47])[cH:36][c:37]2[CH3:38])[CH2:7][CH2:8][N:9]1[CH2:10][CH2:11][CH2:12][CH:13]([c:14]1[cH:15][cH:16][c:17]([F:20])[cH:18][cH:19]1)[c:21]1[cH:22][cH:23][c:24]([F:27])[cH:25][cH:26]1. Starting materials: CC#N, CCOC(=O)Cl, c1ccncc1. Yields the product [Cl-], CCOC(=O)[n+]1ccccc1. Reaction SMILES: [CH3:13][C:14]#[N:15].[Cl:7][C:8](=[O:9])[O:10][CH2:11][CH3:12].[cH:1]1[cH:2][cH:3][n:4][cH:5][cH:6]1>>[Cl-:7].[cH:1]1[cH:2][cH:3][n+:4]([C:8](=[O:9])[O:10][CH2:11][CH3:12])[cH:5][cH:6]1.